Dataset: the Open Reaction Database (ORD), a public repository of structured organic reaction records. Task: describe an organic reaction: reactants, conditions, products, and yield Reactants: C(=O)(OC)C1=C(C=CC=C1)C1=CC=C(C=C1)CN1C(=NC(=C1C=O)Cl)CCCC (1-[(2'-carbomethoxybiphenyl-4-yl)methyl]-2-butyl-4-chloroimidazole-5-carboxaldehyde), BrN1C(CCC1=O)=O (N-bromosuccinimide). Solvent: C(Cl)(Cl)(Cl)Cl (CCl4). Yields the product C(=O)(OC)C1=C(C=CC=C1)C1=CC=C(C=C1)CN1C(=NC(=C1C=O)Cl)C(CCC)Br (1-[(2'-carbomethoxybiphenyl-4-yl)-methyl]-2-(1-bromobutyl)-4-chloroimidazole-5-carboxaldehyde). The yield is 40.4%. As a reaction SMILES: [C:1]([C:5]1[CH:10]=[CH:9][CH:8]=[CH:7][C:6]=1[C:11]1[CH:16]=[CH:15][C:14]([CH2:17][N:18]2[C:22]([CH:23]=[O:24])=[C:21]([Cl:25])[N:20]=[C:19]2[CH2:26][CH2:27][CH2:28][CH3:29])=[CH:13][CH:12]=1)([O:3][CH3:4])=[O:2].[Br:30]N1C(=O)CCC1=O>C(Cl)(Cl)(Cl)Cl>[C:1]([C:5]1[CH:10]=[CH:9][CH:8]=[CH:7][C:6]=1[C:11]1[CH:16]=[CH:15][C:14]([CH2:17][N:18]2[C:22]([CH:23]=[O:24])=[C:21]([Cl:25])[N:20]=[C:19]2[CH:26]([Br:30])[CH2:27][CH2:28][CH3:29])=[CH:13][CH:12]=1)([O:3][CH3:4])=[O:2]. Procedure details: A mixture of 1.12 g of 1-[(2'-carbomethoxybiphenyl-4-yl)methyl]-2-butyl-4-chloroimidazole-5-carboxaldehyde and 0.49 g of N-bromosuccinimide in 40 mL of CCl4 was irradiated (UV-lamp, pyrex filter) for 0.5 hours. The reaction mixture was filtered, and the filtrate was concentrated in vacuo. Column chromatography (elution: ethyl acetate/benzene) afforded 0.54 g of 1-[(2'-carbomethoxybiphenyl-4-yl)-methyl]-2-(1-bromobutyl)-4-chloroimidazole-5-carboxaldehyde. NMR (200 MHz, CDCl3) δ9.87 (s, 1H); 7.86 ... Starting materials: C(C1=CC=CC=C1)(=O)OC(CCCCC(CCSC(C1=CC=CC=C1)=O)SC(C1=CC=CC=C1)=O)=O (6,8-bisbenzoylmercaptooctanoic benzoic anhydride). The solvent is O1CCOCC1.O (dioxane water). Product: C(C1=CC=CC=C1)(=O)SC(CCCCC(=O)O)CCSC(C1=CC=CC=C1)=O (6,8-bisbenzoylmercaptooctanoic acid). Reaction SMILES: C([O:9][C:10](=[O:36])[CH2:11][CH2:12][CH2:13][CH2:14][CH:15]([S:27][C:28](=[O:35])[C:29]1[CH:34]=[CH:33][CH:32]=[CH:31][CH:30]=1)[CH2:16][CH2:17][S:18][C:19](=[O:26])[C:20]1[CH:25]=[CH:24][CH:23]=[CH:22][CH:21]=1)(=O)C1C=CC=CC=1>O1CCOCC1.O>[C:28]([S:27][CH:15]([CH2:16][CH2:17][S:18][C:19](=[O:26])[C:20]1[CH:21]=[CH:22][CH:23]=[CH:24][CH:25]=1)[CH2:14][CH2:13][CH2:12][CH2:11][C:10]([OH:36])=[O:9])(=[O:35])[C:29]1[CH:30]=[CH:31][CH:32]=[CH:33][CH:34]=1 |f:1.2|. Procedure: In overview, 6,8-Bisbenzoylmercaptooctanoic acid was prepared by a three step procedure from commercially available α-lipoic acid. The lipoic acid was first reduced to 6,8-bismercaptooctanoic acid with sodium borohydride in water under slightly alkaline conditions. The product was benzoylated with three equivalents of benzoyl chloride in the presence of triethylamine to scavenge the HCl byproduct to produce 6,8-bisbenzoylmercaptooctanoic benzoic anhydride. The anhydride was selectively hydrolyze... Starting materials: O=C(NC(Cc1ccccc1)C(=O)CCl)c1ccccc1, Cl, NC1CSCCN(CC(=O)O)C1=O. The product is O=C(O)CN1CCSCC(NCC(=O)C(Cc2ccccc2)NC(=O)c2ccccc2)C1=O. RXN SMILES: [Cl:15][CH2:16][C:17]([CH:18]([CH2:19][c:20]1[cH:21][cH:22][cH:23][cH:24][cH:25]1)[NH:26][C:27]([c:28]1[cH:29][cH:30][cH:31][cH:32][cH:33]1)=[O:34])=[O:35].[ClH:14].[NH2:1][CH:2]1[C:3](=[O:13])[N:4]([CH2:9][C:10](=[O:11])[OH:12])[CH2:5][CH2:6][S:7][CH2:8]1>>[NH:1]([CH:2]1[C:3](=[O:13])[N:4]([CH2:9][C:10](=[O:11])[OH:12])[CH2:5][CH2:6][S:7][CH2:8]1)[CH2:16][C:17]([CH:18]([CH2:19][c:20]1[cH:21][cH:22][cH:23][cH:24][cH:25]1)[NH:26][C:27]([c:28]1[cH:29][cH:30][cH:31][cH:32][cH:33]1)=[O:34])=[O:35]. Reactants: BrC=1C(NN=CC1N[C@H]1[C@@H]([C@@H]2C([C@H](C1)C2)(C)C)C)=O (4-Bromo-5-[(1R,2R,3R,5S)-2,6,6-trimethylbicyclo[3.1.1]hept-3-ylamino]pyridazin-3(2H)-one), Cl.ClCCCCC1=CC=NC=C1 (4-(4-chlorobutyl)pyridine hydrochloride), C([O-])([O-])=O.[K+].[K+] (potassium carbonate), C(C)(=O)OCC (ethyl acetate). The solvent is CN(C=O)C (N,N-dimethylformamide). Run at temperature 80 celsius, time 6.5 hour. Yields the product BrC=1C(N(N=CC1N[C@H]1[C@@H]([C@@H]2C([C@H](C1)C2)(C)C)C)CCCCC2=CC=NC=C2)=O (4-Bromo-2-[4-(pyridin-4-yl)butyl]-5-[(1R,2R,3R,5S)-2,6,6-trimethylbicyclo[3.1.1]hept-3-ylamino]pyridazin-3(2H)-one). Isolated yield 12.2%. Reaction SMILES: [Br:1][C:2]1[C:3](=[O:19])[NH:4][N:5]=[CH:6][C:7]=1[NH:8][C@@H:9]1[CH2:14][C@@H:13]2[CH2:15][C@@H:11]([C:12]2([CH3:17])[CH3:16])[C@H:10]1[CH3:18].Cl.Cl[CH2:22][CH2:23][CH2:24][CH2:25][C:26]1[CH:31]=[CH:30][N:29]=[CH:28][CH:27]=1.C(=O)([O-])[O-].[K+].[K+].C(OCC)(=O)C>CN(C)C=O>[Br:1][C:2]1[C:3](=[O:19])[N:4]([CH2:22][CH2:23][CH2:24][CH2:25][C:26]2[CH:31]=[CH:30][N:29]=[CH:28][CH:27]=2)[N:5]=[CH:6][C:7]=1[NH:8][C@@H:9]1[CH2:14][C@@H:13]2[CH2:15][C@@H:11]([C:12]2([CH3:16])[CH3:17])[C@H:10]1[CH3:18] |f:1.2,3.4.5|. Procedure details: 4-Bromo-5-[(1R,2R,3R,5S)-2,6,6-trimethylbicyclo[3.1.1]hept-3-ylamino]pyridazin-3(2H)-one (221 mg, 0.677 mmol) in N,N-dimethylformamide (4 mL) was mixed with 4-(4-chlorobutyl)pyridine hydrochloride (278 mg, 1.35 mmol) and potassium carbonate (375 mg, 2.71 mmol) at room temperature and stirred at 80° C. for 6.5 hours. After cooling, ethyl acetate was added, and the organic layer was washed with saturated aqueous ammonium chloride, dried over anhydrous magnesium sulfate and evaporated under reduced...